From a dataset of the Open Reaction Database (ORD), a public repository of structured organic reaction records. describe an organic reaction: reactants, conditions, products, and yield The reactants are CCn1c(=O)c(-c2cc(OC)cc(OC)c2)cc2cnc(SC)nc21, [H-], Nc1ccncc1, [Na+]. The product is CCn1c(=O)c(-c2cc(OC)cc(OC)c2)cc2cnc(Nc3ccncc3)nc21. Reaction SMILES: [CH3:10][S:11][c:12]1[n:13][cH:14][c:15]2[c:16]([n:17]1)[n:18]([CH2:33][CH3:34])[c:19](=[O:32])[c:20](-[c:22]1[cH:23][c:24]([O:30][CH3:31])[cH:25][c:26]([O:28][CH3:29])[cH:27]1)[cH:21]2.[H-:8].[NH2:1][c:2]1[cH:3][cH:4][n:5][cH:6][cH:7]1.[Na+:9]>>[NH:1]([c:2]1[cH:3][cH:4][n:5][cH:6][cH:7]1)[c:12]1[n:13][cH:14][c:15]2[c:16]([n:17]1)[n:18]([CH2:33][CH3:34])[c:19](=[O:32])[c:20](-[c:22]1[cH:23][c:24]([O:30][CH3:31])[cH:25][c:26]([O:28][CH3:29])[cH:27]1)[cH:21]2. The product is OC1(c2n[nH]c(-c3ccc(F)cc3)c2-c2ccncc2)CCN2CCCC2C1. Reactants: Fc1ccc(-c2[nH]nc(Br)c2-c2ccncc2)cc1, [Li]CCCC, O=C1CCN2CCCC2C1, CCCCCC, [Na+], C1CCOC1, O=C([O-])O. As a reaction SMILES: [Br:1][c:2]1[n:3][nH:4][c:5](-[c:13]2[cH:14][cH:15][c:16]([F:19])[cH:17][cH:18]2)[c:6]1-[c:7]1[cH:8][cH:9][n:10][cH:11][cH:12]1.[CH2:26]([Li:27])[CH2:28][CH2:29][CH3:30].[CH2:31]1[CH2:32][CH2:33][N:34]2[CH2:35][CH2:36][C:37](=[O:40])[CH2:38][CH:39]12.[CH3:20][CH2:21][CH2:22][CH2:23][CH2:24][CH3:25].[Na+:41].[O:46]1[CH2:47][CH2:48][CH2:49][CH2:50]1.[OH:42][C:43](=[O:44])[O-:45]>>[c:2]1([C:37]2([OH:40])[CH2:36][CH2:35][N:34]3[CH2:33][CH2:32][CH2:31][CH:39]3[CH2:38]2)[n:3][nH:4][c:5](-[c:13]2[cH:14][cH:15][c:16]([F:19])[cH:17][cH:18]2)[c:6]1-[c:7]1[cH:8][cH:9][n:10][cH:11][cH:12]1. Reactants: CCCCCCCCCCOc1ccc(C(=O)O)cc1, [Cl-], Cl, O=C(OCc1ccccc1)c1ccc(O)cc1, c1ccncc1. Product: CCCCCCCCCCOc1ccc(C(=O)Oc2ccc(C(=O)OCc3ccccc3)cc2)cc1. Reaction SMILES: [CH2:19]([CH2:20][CH2:21][CH2:22][CH2:23][CH2:24][CH2:25][CH2:26][CH2:27][CH3:28])[O:29][c:30]1[cH:31][cH:32][c:33]([C:34](=[O:35])[OH:36])[cH:37][cH:38]1.[Cl-:18].[ClH:39].[OH:1][c:2]1[cH:3][cH:4][c:5]([C:6](=[O:7])[O:8][CH2:9][c:10]2[cH:11][cH:12][cH:13][cH:14][cH:15]2)[cH:16][cH:17]1.[cH:40]1[cH:41][cH:42][n:43][cH:44][cH:45]1>>[O:1]([c:2]1[cH:3][cH:4][c:5]([C:6](=[O:7])[O:8][CH2:9][c:10]2[cH:11][cH:12][cH:13][cH:14][cH:15]2)[cH:16][cH:17]1)[C:34]([c:33]1[cH:32][cH:31][c:30]([O:29][CH2:19][CH2:20][CH2:21][CH2:22][CH2:23][CH2:24][CH2:25][CH2:26][CH2:27][CH3:28])[cH:38][cH:37]1)=[O:35]. The reactants are O=C([O-])O, CC(=O)OC(C)=O, Cc1ccccc1, NCC1CN(Cc2ccccc2)CCO1, [Na+], [Na+], [OH-], c1ccncc1. Yields the product CC(=O)NCC1CN(Cc2ccccc2)CCO1. RXN SMILES: [C:29](=[O:30])([O-:31])[OH:32].[CH3:22][C:23](=[O:24])[O:25][C:26](=[O:27])[CH3:28].[CH3:36][c:37]1[cH:38][cH:39][cH:40][cH:41][cH:42]1.[NH2:1][CH2:2][CH:3]1[O:4][CH2:5][CH2:6][N:7]([CH2:9][c:10]2[cH:11][cH:12][cH:13][cH:14][cH:15]2)[CH2:8]1.[Na+:33].[Na+:35].[OH-:34].[cH:16]1[cH:17][cH:18][n:19][cH:20][cH:21]1>>[NH:1]([CH2:2][CH:3]1[O:4][CH2:5][CH2:6][N:7]([CH2:9][c:10]2[cH:11][cH:12][cH:13][cH:14][cH:15]2)[CH2:8]1)[C:23]([CH3:22])=[O:24].